From a dataset of the Open Reaction Database (ORD), a public repository of structured organic reaction records. describe an organic reaction: reactants, conditions, products, and yield Starting materials: CCCCCC=CCCCCCCCO, ClCCl, O=[Cr](=O)([O-])O[Cr](=O)(=O)[O-], c1cc[nH+]cc1, c1cc[nH+]cc1. Product: CCCCCC=CCCCCCCC=O. As a reaction SMILES: [CH2:22]([CH2:23][CH2:24][CH2:25][CH2:26][CH2:27][CH2:28][CH:29]=[CH:30][CH2:31][CH2:32][CH2:33][CH2:34][CH3:35])[OH:36].[Cl:37][CH2:38][Cl:39].[Cr:1]([O:2][Cr:3]([O-:4])(=[O:5])=[O:6])([O-:7])(=[O:8])=[O:9].[nH+:10]1[cH:11][cH:12][cH:13][cH:14][cH:15]1.[nH+:16]1[cH:17][cH:18][cH:19][cH:20][cH:21]1>>[CH:22]([CH2:23][CH2:24][CH2:25][CH2:26][CH2:27][CH2:28][CH:29]=[CH:30][CH2:31][CH2:32][CH2:33][CH2:34][CH3:35])=[O:36].